From a dataset of the Open Reaction Database (ORD), a public repository of structured organic reaction records. describe an organic reaction: reactants, conditions, products, and yield Reactants: C(C)OC(C(Br)Br)=O (ethyldibromoacetate), C(C)(C)(C)OC(NC(CC1=CC(=C(C=C1)O)O)C)=O ([2-(3,4-dihydroxy-phenyl)-1-methyl-ethyl]-carbamic Acid Tert-butyl Ester), 3, C(=O)([O-])[O-].[K+].[K+] (K2CO3). Solvent: CN(C)C=O (DMF). Run at temperature 120 celsius. Yields the product C(C)OC(=O)C1OC2=C(O1)C=CC(=C2)CC(C)NC(=O)OC(C)(C)C (5-(2-tert-butoxycarbonylamino-propyl)-benzo[1,3]dioxole-2-carboxylic Acid Ethyl Ester). Yield: 25.4%. As a reaction SMILES: [C:1]([O:5][C:6](=[O:19])[NH:7][CH:8]([CH3:18])[CH2:9][C:10]1[CH:15]=[CH:14][C:13]([OH:16])=[C:12]([OH:17])[CH:11]=1)([CH3:4])([CH3:3])[CH3:2].C([O-])([O-])=O.[K+].[K+].[CH2:26]([O:28][C:29](=[O:33])[CH:30](Br)Br)[CH3:27]>CN(C=O)C>[CH2:26]([O:28][C:29]([CH:30]1[O:16][C:13]2[CH:14]=[CH:15][C:10]([CH2:9][CH:8]([NH:7][C:6]([O:5][C:1]([CH3:4])([CH3:2])[CH3:3])=[O:19])[CH3:18])=[CH:11][C:12]=2[O:17]1)=[O:33])[CH3:27] |f:1.2.3|. Reported procedure: To 1.30 g (4.6 mmol) of 3C was added 40 ml of anhydrous DMF followed by 2.5 g (18 mmol) of anhydrous K2CO3, 2.5 g of 3 A° molecular sieves and 2.3 mL (17.7 mmol) of ethyldibromoacetate. The reaction mixture was heated at 120° C. for 3 hours under argon atmosphere and concentrated under reduced pressure. To the residue 100 mL of water and 75 mL of ethyl acetate were added and filtered. The filtrate was transferred to a separatory funnel and the organic layer was separated. The aqueous layer was e... Starting materials: CN1CCC(S)CC1, O=[N+]([O-])c1ccc(F)c(Cl)c1O, [H-], [Na+], CN(C)C=O. Yields the product CN1CCC(Sc2ccc([N+](=O)[O-])c(O)c2Cl)CC1. As a reaction SMILES: [CH3:3][N:4]1[CH2:5][CH2:6][CH:7]([SH:10])[CH2:8][CH2:9]1.[Cl:11][c:12]1[c:13]([OH:22])[c:14]([N+:19](=[O:20])[O-:21])[cH:15][cH:16][c:17]1[F:18].[H-:1].[Na+:2].[O:23]=[CH:24][N:25]([CH3:26])[CH3:27]>>[CH3:3][N:4]1[CH2:5][CH2:6][CH:7]([S:10][c:17]2[c:12]([Cl:11])[c:13]([OH:22])[c:14]([N+:19](=[O:20])[O-:21])[cH:15][cH:16]2)[CH2:8][CH2:9]1. The reactants are ClC1=CC=C(C(=O)C2=NOC(=N2)CC#N)C=C1 ([3-(4-chlorobenzoyl)-1,2,4-oxadiazol-5-yl]acetonitrile), OS(=O)(=O)O (H2SO4). The solvent is ice water. Run at time 8 hour. Yields the product ClC1=CC=C(C(=O)C2=NOC(=N2)CC(=O)N)C=C1 ([3-(4-Chlorobenzoyl)-1,2,4-oxadiazol-5-yl]acetamide). Reaction SMILES: [Cl:1][C:2]1[CH:17]=[CH:16][C:5]([C:6]([C:8]2[N:12]=[C:11]([CH2:13][C:14]#[N:15])[O:10][N:9]=2)=[O:7])=[CH:4][CH:3]=1.[OH:18]S(O)(=O)=O>>[Cl:1][C:2]1[CH:3]=[CH:4][C:5]([C:6]([C:8]2[N:12]=[C:11]([CH2:13][C:14]([NH2:15])=[O:18])[O:10][N:9]=2)=[O:7])=[CH:16][CH:17]=1. Procedure: A mixture of 2.8 g of [3-(4-chlorobenzoyl)-1,2,4-oxadiazol-5-yl]acetonitrile and 25 ml of 98% H2SO4 was stirred at room temperature overnight. The resulting solution was added slowly to 500 ml of ice water with mechanical stirring to precipitate a solid. The collected solid was washed with excess water and dried in vacuo to give 2.6 g of a solid. Recrystallization from isopropanol yielded 2.12 g (71%) of crystals, m.p. 156°-158°.